Dataset: the Open Reaction Database (ORD), a public repository of structured organic reaction records. Task: describe an organic reaction: reactants, conditions, products, and yield Starting materials: Cl.N1CCC(CC1)C1=NOC2=C1C=CC=C2 (3-(4-piperidinyl)-1,2-benzisoxazole hydrochloride), C(=O)([O-])[O-].[K+].[K+] (K2CO3), BrCCCCOC1=C(C=C(C=C1)C(C)=O)OC (1-[4-(4-bromobutoxy)-3-methoxyphenyl]ethanone), CN(C=O)C (dimethylformamide). Run in O (water). Conditions: temperature 75 celsius. Product: O1N=C(C2=C1C=CC=C2)C2CCN(CC2)CCCCOC2=C(C=C(C=C2)C(C)O)OC (1-[4-[4-[4-(1,2-Benzisoxazol-3-yl)-1-piperidinyl]butoxy]-3-methoxyphenyl]ethanol). The yield is 94.2%. As a reaction SMILES: Cl.[NH:2]1[CH2:7][CH2:6][CH:5]([C:8]2[C:12]3[CH:13]=[CH:14][CH:15]=[CH:16][C:11]=3[O:10][N:9]=2)[CH2:4][CH2:3]1.C([O-])([O-])=O.[K+].[K+].Br[CH2:24][CH2:25][CH2:26][CH2:27][O:28][C:29]1[CH:34]=[CH:33][C:32]([C:35](=[O:37])[CH3:36])=[CH:31][C:30]=1[O:38][CH3:39].CN(C)C=O>O>[O:10]1[C:11]2[CH:16]=[CH:15][CH:14]=[CH:13][C:12]=2[C:8]([CH:5]2[CH2:4][CH2:3][N:2]([CH2:24][CH2:25][CH2:26][CH2:27][O:28][C:29]3[CH:34]=[CH:33][C:32]([CH:35]([OH:37])[CH3:36])=[CH:31][C:30]=3[O:38][CH3:39])[CH2:7][CH2:6]2)=[N:9]1 |f:0.1,2.3.4|. Procedure: A mixture of 3-(4-piperidinyl)-1,2-benzisoxazole hydrochloride (4.3 g, 0.018 mol), K2CO3 (5.5 g, 0.04 mol), and 1-[4-(4-bromobutoxy)-3-methoxyphenyl]ethanone (5.5 g, 0.018 mol), and dimethylformamide (60 ml) was stirred and heated at 75° C. for 16 hours. The reaction was poured into water and was extracted with ethyl acetate. The ethyl acetate was washed (water), dried (MgSO4), and the solvent concentrated to afford 7.2 g of a beige solid. Recrystallization (twice) from ethyl alcohol yielded 3.3...